This data is from the Open Reaction Database (ORD), a public repository of structured organic reaction records. The task is: describe an organic reaction: reactants, conditions, products, and yield Reactants: ice water, [Br-].C(#N)CCCC[P+](C1=CC=CC=C1)(C1=CC=CC=C1)C1=CC=CC=C1 (4-cyanobutyl-triphenylphosphonium bromide), CC(C)([O-])C.[K+] (potassium tert.butoxide), C(C)(=O)NC=1C=C(C=CC1)C1=NC=CC=C1C(=O)C=1C(=NC=CC1)C1=CC(=CC=C1)NC(C)=O (3-acetylaminophenyl-3-pyridylketone). The solvent is O1CCCC1 (tetrahydrofuran). Conditions: time 3 hour. Product: C(C)(=O)NC=1C=C(C=CC1)\C(=C/CCCC#N)\C=1C=NC=CC1 (4E-5-(3-Acetylaminophenyl)-5-(3-pyridyl)pent-4-enecarbonitrile). As a reaction SMILES: [Br-].[C:2]([CH2:4][CH2:5][CH2:6][CH2:7][P+](C1C=CC=CC=1)(C1C=CC=CC=1)C1C=CC=CC=1)#[N:3].CC(C)([O-])C.[K+].C(NC1C=C([C:43]2[C:48]([C:49]([C:51]3[C:52]([C:57]4C=CC=[C:59]([NH:63][C:64](=[O:66])[CH3:65])[CH:58]=4)=NC=C[CH:56]=3)=O)=[CH:47][CH:46]=[CH:45][N:44]=2)C=CC=1)(=O)C>O1CCCC1>[C:64]([NH:63][C:59]1[CH:56]=[C:51](/[C:49](/[C:48]2[CH:43]=[N:44][CH:45]=[CH:46][CH:47]=2)=[CH:7]\[CH2:6][CH2:5][CH2:4][C:2]#[N:3])[CH:52]=[CH:57][CH:58]=1)(=[O:66])[CH3:65] |f:0.1,2.3|. Reported procedure: To a suspension of 25.5 g of 4-cyanobutyl-triphenylphosphonium bromide and 14 g of potassium tert.butoxide in 200 ml of tetrahydrofuran are added, at -40° C., 12 g of 3-acetylaminophenyl-3-pyridylketone. The mixture is stirred for 3 hours at ambient temperature and the reaction mixture is decomposed by the addition of 50 ml of ice water. The mixture is concentrated by evaporation, the residue is taken up in water and extracted with ethyl acetate. The organic phase is evaporated down and the resi... Procedure details: 4-(2-Fluoro-4-iodoanilino)-1-methyl-6-oxo-1,6-dihydro-3-pyridinecarboxamide (0.20 g, 0.5 mmol) was added to potassium cyanide (0.23 g, 3.5 mmol), copper(I)iodide (excess) and tetrakis(triphenylphosphine)palladium(0) (excess) in DMF (30 ml) and heated at 110° C. for 4 h. The reaction mixture was allowed to cool to RT and filtered through Celite® to remove any solid. The Celite® pad was washed well with 5% MeOH/EtOAc. The filtrate and washings were combined and concentrated under reduced pressure.... Isolated yield 7.0%. Reactants: FC1=C(NC=2C(=CN(C(C2)=O)C)C(=O)N)C=CC(=C1)I (4-(2-Fluoro-4-iodoanilino)-1-methyl-6-oxo-1,6-dihydro-3-pyridinecarboxamide), [C-]#N.[K+] (potassium cyanide). Product: C(#N)C1=CC(=C(NC=2C(=CN(C(C2)=O)C)C(=O)N)C=C1)F (4-(4-cyano-2-fluoroanilino)-1-methyl-6-oxo-1,6-dihydro-3-pyridinecarboxamide). Reagents/catalysts: [Cu]I (copper(I)iodide), C=1C=CC(=CC1)[P](C=2C=CC=CC2)(C=3C=CC=CC3)[Pd]([P](C=4C=CC=CC4)(C=5C=CC=CC5)C=6C=CC=CC6)([P](C=7C=CC=CC7)(C=8C=CC=CC8)C=9C=CC=CC9)[P](C=1C=CC=CC1)(C=1C=CC=CC1)C=1C=CC=CC1 (tetrakis(triphenylphosphine)palladium(0)). Reaction conditions: temperature 110 celsius. The solvent is CN(C)C=O (DMF). Reaction SMILES: [F:1][C:2]1[CH:19]=[C:18](I)[CH:17]=[CH:16][C:3]=1[NH:4][C:5]1[C:6]([C:13]([NH2:15])=[O:14])=[CH:7][N:8]([CH3:12])[C:9](=[O:11])[CH:10]=1.[C-:21]#[N:22].[K+]>CN(C=O)C.[Cu]I.C1C=CC([P]([Pd]([P](C2C=CC=CC=2)(C2C=CC=CC=2)C2C=CC=CC=2)([P](C2C=CC=CC=2)(C2C=CC=CC=2)C2C=CC=CC=2)[P](C2C=CC=CC=2)(C2C=CC=CC=2)C2C=CC=CC=2)(C2C=CC=CC=2)C2C=CC=CC=2)=CC=1>[C:21]([C:18]1[CH:17]=[CH:16][C:3]([NH:4][C:5]2[C:6]([C:13]([NH2:15])=[O:14])=[CH:7][N:8]([CH3:12])[C:9](=[O:11])[CH:10]=2)=[C:2]([F:1])[CH:19]=1)#[N:22] |f:1.2,^1:34,36,55,74|. Starting materials: C(C)OC(=O)N1CCN(CC1)C([C@H](CC(=O)OC(C)(C)C)NC(=O)C1=NC2=CC(=CC=C2C(=C1)O)C)=O (4-{(S)-3-tert-Butoxycarbonyl-2-[(4-hydroxy-7-methyl-quinoline-2-carbonyl)-amino]-propionyl}-piperazine-1-carboxylic acid ethyl ester), C(C1=CC=CC=C1)OC([C@H](C)O)=O ((S)-2-Hydroxy-propionic acid benzyl ester), C1(=CC=CC=C1)P(C1=CC=CC=C1)C1=CC=CC=C1 (Triphenyl-phosphane), N(=NC(=O)OCC)C(=O)OCC (Diethyl azodicarboxylate). Run in C1CCOC1 (THF), O (water). Run at time 2 hour. Yields the product C(C)OC(=O)N1CCN(CC1)C([C@H](CC(=O)O)NC(=O)C1=NC2=CC(=CC=C2C(=C1)O[C@H](C)C(=O)OCC1=CC=CC=C1)C)=O (4-((S)-2-{[4-((R)-1-Benzyloxycarbonyl-ethoxy)-7-methyl-quinoline-2-carbonyl]-amino}-3-carboxy-propionyl)-piperazine-1-carboxylic acid ethyl ester). Reaction SMILES: [CH2:1]([O:3][C:4]([N:6]1[CH2:11][CH2:10][N:9]([C:12](=[O:37])[C@@H:13]([NH:22][C:23]([C:25]2[CH:34]=[C:33](O)[C:32]3[C:27](=[CH:28][C:29]([CH3:36])=[CH:30][CH:31]=3)[N:26]=2)=[O:24])[CH2:14][C:15]([O:17]C(C)(C)C)=[O:16])[CH2:8][CH2:7]1)=[O:5])[CH3:2].[CH2:38]([O:45][C:46](=[O:50])[C@@H:47]([OH:49])[CH3:48])[C:39]1[CH:44]=[CH:43][CH:42]=[CH:41][CH:40]=1.C1(P(C2C=CC=CC=2)C2C=CC=CC=2)C=CC=CC=1.N(C(OCC)=O)=NC(OCC)=O>C1COCC1.O>[CH2:1]([O:3][C:4]([N:6]1[CH2:11][CH2:10][N:9]([C:12](=[O:37])[C@@H:13]([NH:22][C:23]([C:25]2[CH:34]=[C:33]([O:49][C@@H:47]([C:46]([O:45][CH2:38][C:39]3[CH:44]=[CH:43][CH:42]=[CH:41][CH:40]=3)=[O:50])[CH3:48])[C:32]3[C:27](=[CH:28][C:29]([CH3:36])=[CH:30][CH:31]=3)[N:26]=2)=[O:24])[CH2:14][C:15]([OH:17])=[O:16])[CH2:8][CH2:7]1)=[O:5])[CH3:2]. Reported procedure: To a solution of 1 g of 4-{(S)-3-tert-Butoxycarbonyl-2-[(4-hydroxy-7-methyl-quinoline-2-carbonyl)-amino]-propionyl}-piperazine-1-carboxylic acid ethyl ester and 350 mg of (S)-2-Hydroxy-propionic acid benzyl ester in 20 ml of THF, 764 mg of Triphenyl-phosphane and 507 mg of Diethyl azodicarboxylate was added and stirred for 2 h. Then, the reaction mixture was diluted with water and extracted with ethyl acetate. The organic phase was dried over MgSO4 and the solvents were removed under reduced pre... Reactants: C(C)(C)OC1=NC2=CC=C3C(=C2C(=C1)C(F)(F)F)OCC(N3)CC(F)(F)F ((±)-3,4-dihydro-8-isopropoxy-3-(2,2,2-trifluoroethyl)-10-(trifluoromethyl)-2H-[1,4]oxazino[2,3-f]quinoline), [BH4-].[Na+] (NaBH4), C(C)(=O)O (acetic acid). Yields the product C(C)N1C(COC2=C3C(=CC(=NC3=CC=C21)OC(C)C)C(F)(F)F)CC(F)(F)F ((±)-4-ethyl-3,4-dihydro-8-isopropoxy-3-(2,2,2-trifluoroethyl)-10-(trifluoromethyl)-2H-[1,4]oxazino[2,3-f]quinoline). RXN SMILES: [CH:1]([O:4][C:5]1[CH:14]=[C:13]([C:15]([F:18])([F:17])[F:16])[C:12]2[C:7](=[CH:8][CH:9]=[C:10]3[NH:22][CH:21]([CH2:23][C:24]([F:27])([F:26])[F:25])[CH2:20][O:19][C:11]3=2)[N:6]=1)([CH3:3])[CH3:2].[BH4-].[Na+].[C:30](O)(=O)[CH3:31]>>[CH2:30]([N:22]1[C:10]2[C:11](=[C:12]3[C:7](=[CH:8][CH:9]=2)[N:6]=[C:5]([O:4][CH:1]([CH3:3])[CH3:2])[CH:14]=[C:13]3[C:15]([F:16])([F:17])[F:18])[O:19][CH2:20][CH:21]1[CH2:23][C:24]([F:25])([F:26])[F:27])[CH3:31] |f:1.2|. Procedure details: This compound was prepared by General Method 5 (EXAMPLE 1) from (±)-3,4-dihydro-8-isopropoxy-3-(2,2,2-trifluoroethyl)-10-(trifluoromethyl)-2H-[1,4]oxazino[2,3-f]quinoline (0.019 g, 0.05 mmol) and NaBH4 (0.5 pellets, >0.5 mmol) in 2 mL glacial acetic acid to afford (±)-4-ethyl-3,4-dihydro-8-isopropoxy-3-(2,2,2-trifluoroethyl)-10-(trifluoromethyl)-2H-[1,4]oxazino[2,3-f]quinoline, of sufficient purity as to be used directly in the next reaction. Reactants: [OH-].[K+] (potassium hydroxide), Br.BrC1=C(C=C2C(N(C=NC2=C1)CC(=O)CC1NCCCC1O)=O)Cl (7-bromo-6-chloro-3-[3-(3-hydroxy-2-piperidyl)-acetonyl]-4(3H)-quinazolinone hydrobromide). The solvent is CO (methanol). Conditions: temperature 20 celsius, time 30 minute. Yields the product BrC1=C(C=C2C(N(C=NC2=C1)CC(=O)CC1NCCCC1O)=O)Cl (7-bromo-6-chloro-3-[3-(3-hydroxy-2-piperidyl)-acetonyl]-4(3H)-quinazolinone). Reaction SMILES: [OH-].[K+].Br.[Br:4][C:5]1[CH:14]=[C:13]2[C:8]([C:9](=[O:26])[N:10]([CH2:15][C:16]([CH2:18][CH:19]3[CH:24]([OH:25])[CH2:23][CH2:22][CH2:21][NH:20]3)=[O:17])[CH:11]=[N:12]2)=[CH:7][C:6]=1[Cl:27]>CO>[Br:4][C:5]1[CH:14]=[C:13]2[C:8]([C:9](=[O:26])[N:10]([CH2:15][C:16]([CH2:18][CH:19]3[CH:24]([OH:25])[CH2:23][CH2:22][CH2:21][NH:20]3)=[O:17])[CH:11]=[N:12]2)=[CH:7][C:6]=1[Cl:27] |f:0.1,2.3|. Procedure: A methanolic potassium hydroxide solution (10 g of KOH/100 ml) was added to a suspension of the product of Step E in methanol and the mixture was stirred for 30 minutes at 20° C. The product was washed with methanol, then with water and was dried to obtain dextrorotary 7-bromo-6-chloro-3-[3-(3-hydroxy-2-piperidyl)-acetonyl]-4(3H)-quinazolinone melting at 205° C. and having a specific rotation of [α]D20 =+7.5° (c=1% in dimethylformamide). Reactants: ClC1=CC=C(C=C1)[C@@]1(C(CN(CC1)C([C@@H](C(C)C)NC(=S)N)=O)(C)C)O (1-((R)-1-((S)-4-(4-chlorophenyl)-4-hydroxy-3,3-dimethylpiperidin-1-yl)-3-methyl-1-oxobutan-2-yl)thiourea), ClCC(CCl)=O (1,3-dichloropropan-2-one). RXN SMILES: [Cl:1][C:2]1[CH:7]=[CH:6][C:5]([C@@:8]2([OH:26])[CH2:13][CH2:12][N:11]([C:14](=[O:23])[C@H:15]([NH:19][C:20]([NH2:22])=[S:21])[CH:16]([CH3:18])[CH3:17])[CH2:10][C:9]2([CH3:25])[CH3:24])=[CH:4][CH:3]=1.[Cl:27][CH2:28][C:29](=O)[CH2:30]Cl>CC(C)=O>[Cl:27][CH2:28][C:29]1[N:22]=[C:20]([NH:19][C@H:15]([CH:16]([CH3:17])[CH3:18])[C:14]([N:11]2[CH2:12][CH2:13][C@@:8]([C:5]3[CH:6]=[CH:7][C:2]([Cl:1])=[CH:3][CH:4]=3)([OH:26])[C:9]([CH3:24])([CH3:25])[CH2:10]2)=[O:23])[S:21][CH:30]=1. Procedure: To a suspension of 1-((R)-1-((S)-4-(4-chlorophenyl)-4-hydroxy-3,3-dimethylpiperidin-1-yl)-3-methyl-1-oxobutan-2-yl)thiourea (29 mg, 0.073 mmol) in acetone (300 μL) was added 1,3-dichloropropan-2-one (14 mg, 0.105 mmol) and the reaction mixture was stirred overnight at rt. The solvents were removed and the residue purified via column chromatography (SiO2, 25% EtOAc/hep then 50% EtOAc/hep then 10% EtOAc with 0.06% DIPEA). (R)-2-(4-(chloromethyl)thiazol-2-ylamino)-1-((S)-4-(4-chlorophenyl)-4-hydrox... Isolated yield 101.9%. Conditions: time 8 hour. Solvent: CC(=O)C (acetone). Yields the product ClCC=1N=C(SC1)N[C@@H](C(=O)N1CC([C@@](CC1)(O)C1=CC=C(C=C1)Cl)(C)C)C(C)C ((R)-2-(4-(chloromethyl)thiazol-2-ylamino)-1-((S)-4-(4-chlorophenyl)-4-hydroxy-3,3-dimethylpiperidin-1-yl)-3-methylbutan-1-one). Reactants: CC(=CCC[C@@]1(C=CC=2C(=C3C(=C(C2O1)CC=C(C)C)O[C@@]45[C@H]6C[C@@H](C=C4C3=O)C(=O)[C@@]5(OC6(C)C)C/C=C(/C)\C(=O)O)O)C)C (gambogic acid), CCC([BH-](C(CC)C)C(CC)C)C.[Li+] (L-selectride), C1CCOC1 (THF). Run in C(Cl)Cl (methylenechloride). Conditions: time 30 minute. Product: CC(=CCC[C@@]1(C=CC=2C(=C3C(=C(C2O1)CC=C(C)C)O[C@@]45[C@H]6C[C@@H](CC4C3=O)C(=O)[C@@]5(OC6(C)C)C/C=C(/C)\C(=O)O)O)C)C (9,10-Dihydrogambogic Acid). Yield: 3.7%. As a reaction SMILES: [CH3:1][C:2]([CH3:46])=[CH:3][CH2:4][CH2:5][C@@:6]1([CH3:45])[O:15][C:14]2[C:13]([CH2:16][CH:17]=[C:18]([CH3:20])[CH3:19])=[C:12]3[O:21][C@@:22]45[C@@:32]6([CH2:37]/[CH:38]=[C:39](\[C:41]([OH:43])=[O:42])/[CH3:40])[O:33][C:34]([CH3:36])([CH3:35])[C@@H:23]4[CH2:24][C@H:25]([C:30]6=[O:31])[CH:26]=[C:27]5[C:28](=[O:29])[C:11]3=[C:10]([OH:44])[C:9]=2[CH:8]=[CH:7]1.CCC(C)[BH-](C(C)CC)C(C)CC.[Li+].C1COCC1>C(Cl)Cl>[CH3:1][C:2]([CH3:46])=[CH:3][CH2:4][CH2:5][C@@:6]1([CH3:45])[O:15][C:14]2[C:13]([CH2:16][CH:17]=[C:18]([CH3:19])[CH3:20])=[C:12]3[O:21][C@@:22]45[C@@:32]6([CH2:37]/[CH:38]=[C:39](\[C:41]([OH:43])=[O:42])/[CH3:40])[O:33][C:34]([CH3:35])([CH3:36])[C@@H:23]4[CH2:24][C@H:25]([C:30]6=[O:31])[CH2:26][CH:27]5[C:28](=[O:29])[C:11]3=[C:10]([OH:44])[C:9]=2[CH:8]=[CH:7]1 |f:1.2|. Procedure: To a solution of gambogic acid (17 mg, 0.027 mmol) in methylenechloride (2 mL) was added L-selectride solution in THF (1.0 mL, 0.5 mmol) dropwise at −78° C. After 30 min of stirring, the reaction was quenched with 1 mL of 2 N HCl. The mixture was then allowed to warm to room temperature and was diluted with 1:1 hexane/EtOAc (50 mL). The resulting mixture was washed with water and brine, dried over Na2SO4 and concentrated in vacuo. The residue was purified by chromatography (2:3 hexane/EtOAc/) to...